This data is from the Open Reaction Database (ORD), a public repository of structured organic reaction records. The task is: describe an organic reaction: reactants, conditions, products, and yield Reactants: CN(/C=C/C(=O)C1=NN(C=CC1=O)C1=CC=CC=C1)C (3-((E)-3-Dimethylamino-acryloyl)-1-phenyl-1H-pyridazin-4-one), C1(=CC=CC2=CC=CC=C12)NN (naphthalen-1-yl-hydrazine). Product: C1(=CC=CC2=CC=CC=C12)N1N=CC=C1C1=NN(C=CC1=O)C1=CC=CC=C1 (3-(2-Naphthalen-1-yl-2H-pyrazol-3-yl)-1-phenyl-1H-pyridazin-4-one). RXN SMILES: C[N:2](C)/[CH:3]=[CH:4]/[C:5]([C:7]1[C:12](=[O:13])[CH:11]=[CH:10][N:9]([C:14]2[CH:19]=[CH:18][CH:17]=[CH:16][CH:15]=2)[N:8]=1)=O.[C:21]1([NH:31]N)[C:30]2[C:25](=[CH:26][CH:27]=[CH:28][CH:29]=2)[CH:24]=[CH:23][CH:22]=1>>[C:21]1([N:31]2[C:5]([C:7]3[C:12](=[O:13])[CH:11]=[CH:10][N:9]([C:14]4[CH:19]=[CH:18][CH:17]=[CH:16][CH:15]=4)[N:8]=3)=[CH:4][CH:3]=[N:2]2)[C:30]2[C:25](=[CH:26][CH:27]=[CH:28][CH:29]=2)[CH:24]=[CH:23][CH:22]=1. Procedure: The product was obtained starting from 3-((E)-3-Dimethylamino-acryloyl)-1-phenyl-1H-pyridazin-4-one (A-1) and naphthalen-1-yl-hydrazine according to the method described for example 1. MS: M=365.1 (M+H)+ The reactants are BrCC(=O)OC (methyl bromoacetate), C(#N)C1=C(C=CC=C1)CN1C2=CC=CC(=C2C=2C(=CC=CC12)O)C(N)=O (9-[(2-cyanophenyl)methyl]-4-hydroxy-5-carbamoyl carbazole), resultant mixture. Run in C(C)(=O)OCC (ethyl acetate), CN(C)C=O (DMF). Run at time 15 minute. Yields the product C(#N)C1=C(C=CC=C1)CN1C2=CC=CC(=C2C=2C(=CC=CC12)OCC(=O)OC)C(N)=O ({9-[(2-cyanophenyl)methyl]-5-carbamoylcarbazol-4-yl}oxyacetic acid, methyl ester). The yield is 68.4%. As a reaction SMILES: [C:1]([C:3]1[CH:8]=[CH:7][CH:6]=[CH:5][C:4]=1[CH2:9][N:10]1[C:22]2[CH:21]=[CH:20][CH:19]=[C:18]([OH:23])[C:17]=2[C:16]2[C:11]1=[CH:12][CH:13]=[CH:14][C:15]=2[C:24](=[O:26])[NH2:25])#[N:2].Br[CH2:28][C:29]([O:31][CH3:32])=[O:30]>CN(C=O)C.C(OCC)(=O)C>[C:1]([C:3]1[CH:8]=[CH:7][CH:6]=[CH:5][C:4]=1[CH2:9][N:10]1[C:22]2[CH:21]=[CH:20][CH:19]=[C:18]([O:23][CH2:28][C:29]([O:31][CH3:32])=[O:30])[C:17]=2[C:16]2[C:11]1=[CH:12][CH:13]=[CH:14][C:15]=2[C:24](=[O:26])[NH2:25])#[N:2]. Reported procedure: 40% Methanolic Triton B (0.24 mL, 0.53 mM) was added to a solution of the 9-[(2-cyanophenyl)methyl]-4-hydroxy-5-carbamoyl carbazole (140 mg, 0.41 mM) in 5 mL DMF at room temperature. After 15 minutes, methyl bromoacetate (130 mg, 0.82 mM) was added and the resultant mixture stirred at room temperature for 24 hours. The mixture was diluted with ethyl acetate, washed four times with H2O, 1 N HCl, H2O, sat. NaHCO3, and saturated brine, dried over magnesium sulfate, filtered, and concentrated. The r... Reactants: C(C)(C)(C)OC(NC=1COC[C@](N1)(C1=C(C=CC(=C1)[N+](=O)[O-])F)C(F)F)=O ([(R)-5-difluoromethyl-5-(2-fluoro-5-nitro-phenyl)-5,6-dihydro-2H-[1,4]oxazin-3-yl]-carbamic acid tert-butyl ester), [H][H] (hydrogen). Procedure: To a suspension of [(R)-5-difluoromethyl-5-(2-fluoro-5-nitro-phenyl)-5,6-dihydro-2H-[1,4]oxazin-3-yl]-carbamic acid tert-butyl ester (8 g, 19.23 mmol) in MeOH (56 mL) was added Pd(OH)2/C (20%, 50% water, 0.8 g). The atmosphere in the reactor was replaced by hydrogen (1 bar), then the reaction mixture was stirred at 20° C. for 5 h, filtered through Micro-crystals cellulose and concentrated. The crude product was recrystallized from MeOH and water to provide the title compound as a white solid: ES... Reagents/catalysts: [OH-].[OH-].[Pd+2] (Pd(OH)2/C). Run in CO (MeOH). RXN SMILES: [C:1]([O:5][C:6](=[O:27])[NH:7][C:8]1[CH2:9][O:10][CH2:11][C@@:12]([CH:24]([F:26])[F:25])([C:14]2[CH:19]=[C:18]([N+:20]([O-])=O)[CH:17]=[CH:16][C:15]=2[F:23])[N:13]=1)([CH3:4])([CH3:3])[CH3:2].[H][H]>CO.[OH-].[OH-].[Pd+2]>[C:1]([O:5][C:6](=[O:27])[NH:7][C:8]1[CH2:9][O:10][CH2:11][C@:12]([C:14]2[CH:19]=[C:18]([NH2:20])[CH:17]=[CH:16][C:15]=2[F:23])([CH:24]([F:26])[F:25])[N:13]=1)([CH3:4])([CH3:2])[CH3:3] |f:3.4.5|. Conditions: temperature 20 celsius, time 5 hour. The product is C(C)(C)(C)OC(NC=1COC[C@@](N1)(C(F)F)C1=C(C=CC(=C1)N)F)=O ([(R)-5-(5-Amino-2-fluoro-phenyl)-5-difluoromethyl-5,6-dihydro-2H-[1,4]oxazin-3-yl]-carbamic acid tert-butyl ester). Reactants: C(=O)O (formic acid), C1(=CC=CC=C1)CC(=O)N (phenylacetamide), P(Cl)(Cl)(Cl)(Cl)Cl (phosphorus pentachloride), Cl (HCl). Run in C(Cl)(Cl)(Cl)Cl (carbon tetrachloride). Conditions: time 30 minute. Product: ClP(=O)(NC(CC1=CC=CC=C1)=O)Cl (N-[Dichlorophosphinyl]benzeneacetamide). Reaction SMILES: [C:1]1([CH2:7][C:8]([NH2:10])=[O:9])[CH:6]=[CH:5][CH:4]=[CH:3][CH:2]=1.[P:11]([Cl:16])(Cl)(Cl)(Cl)[Cl:12].Cl.C(O)=[O:19]>C(Cl)(Cl)(Cl)Cl>[Cl:12][P:11]([Cl:16])([NH:10][C:8](=[O:9])[CH2:7][C:1]1[CH:6]=[CH:5][CH:4]=[CH:3][CH:2]=1)=[O:19]. Procedure details: A suspension of 50 g (0.37 mole) of phenylacetamide, 77 g (0.37 mole) of phosphorus pentachloride and 500 ml of AR carbon tetrachloride was heated at 70° for 25 min. or until the HCl gas evolution ceases. The resulting solution was cooled to 30°, then 17.6 g (0.37 mole) of 97% formic acid was added, dropwise. Stirred at 30° for 30 min. following the addition, then filtered, washed with AR carbon tetrachloride and air-dried to give 80 g, m.p. softens 79°, some melts 83°-94°, complete 120°. The reactants are FC(C(=O)O)(F)F (Trifluoroacetic acid), N1=C(C=NC=C1)C12NOCC1CN(C2)C(=O)OC(C)(C)C (tert-butyl 6a-pyrazin-2-yl-3,3a,4,6-tetrahydro-1H-pyrrolo[3,4-c]isoxazole-5-carboxylate). Run in ClCCl (dichloromethane). Reaction conditions: time 1 hour. Yields the product N1=C(C=NC=C1)C12NOCC1CNC2 (6a-Pyrazin-2-yl-1,3,3a,4,5,6-hexahydropyrrolo[3,4-c]isoxazole). Yield: 71.0%. As a reaction SMILES: FC(F)(F)C(O)=O.[N:8]1[CH:13]=[CH:12][N:11]=[CH:10][C:9]=1[C:14]12[CH2:21][N:20](C(OC(C)(C)C)=O)[CH2:19][CH:18]1[CH2:17][O:16][NH:15]2>ClCCl>[N:8]1[CH:13]=[CH:12][N:11]=[CH:10][C:9]=1[C:14]12[CH2:21][NH:20][CH2:19][CH:18]1[CH2:17][O:16][NH:15]2. Procedure: Trifluoroacetic acid (40 mL) is added to a stirred solution of tert-butyl 6a-pyrazin-2-yl-3,3a,4,6-tetrahydro-1H-pyrrolo[3,4-c]isoxazole-5-carboxylate (5.14 g, 17.58 mmol) in dichloromethane (200 mL) at room temperature. The mixture is stirred for 1 hour and the solvents are evaporated under reduced pressure. The resulting residue is dissolved in methanol (100 mL) and loaded onto an ion exchange column (50 g) and the column is first eluted with methanol (110 mL) followed by 7 M ammonia/methanol ... The reactants are COc1ccc(S(=O)(=O)N2CCCCC(C=Cc3ccccc3)C2C(=O)O)cc1, COc1ccc(S(=O)(=O)N2CCCCC(COCc3ccccc3)C2C(=O)NO)cc1. Product: COc1ccc(S(=O)(=O)N2CCCCC(C=Cc3ccccc3)C2C(=O)NO)cc1. Reaction SMILES: [CH3:1][O:2][c:3]1[cH:4][cH:5][c:6]([S:9](=[O:10])(=[O:11])[N:12]2[CH:13]([C:27](=[O:28])[OH:29])[CH:14]([CH:19]=[CH:20][c:21]3[cH:22][cH:23][cH:24][cH:25][cH:26]3)[CH2:15][CH2:16][CH2:17][CH2:18]2)[cH:7][cH:8]1.[OH:30][NH:31][C:32]([CH:33]1[CH:34]([CH2:35][O:36][CH2:37][c:38]2[cH:39][cH:40][cH:41][cH:42][cH:43]2)[CH2:44][CH2:45][CH2:46][CH2:47][N:48]1[S:49]([c:50]1[cH:51][cH:52][c:53]([O:54][CH3:55])[cH:56][cH:57]1)(=[O:58])=[O:59])=[O:60]>>[CH3:1][O:2][c:3]1[cH:4][cH:5][c:6]([S:9](=[O:10])(=[O:11])[N:12]2[CH:13]([C:27](=[O:29])[NH:31][OH:30])[CH:14]([CH:19]=[CH:20][c:21]3[cH:22][cH:23][cH:24][cH:25][cH:26]3)[CH2:15][CH2:16][CH2:17][CH2:18]2)[cH:7][cH:8]1.